This data is from the Open Reaction Database (ORD), a public repository of structured organic reaction records. The task is: describe an organic reaction: reactants, conditions, products, and yield Starting materials: BrC=1C=CC2=C(NC(C(O2)C)=O)C1 (6-bromo-2-methyl-1,4-benzoxazin-3-(4H)-one), S1C(=CC=C1)B(O)O (2-thiopheneboronic acid), tetrakis-triphenylphosphine palladium, C([O-])(O)=O.[Na+] (sodium bicarbonate). Run in C(C)(=O)OCC (ethyl acetate), COCCOC (DME). Reaction conditions: temperature 100 celsius. Yields the product S1C(=CC=C1)C=1C=CC2=C(NC(C(O2)C)=O)C1 (6-(2-Thienyl)-2-methyl-1,4-benzoxazin-3-(4H)-one). Isolated yield 33.0%. Reaction SMILES: Br[C:2]1[CH:3]=[CH:4][C:5]2[O:10][CH:9]([CH3:11])[C:8](=[O:12])[NH:7][C:6]=2[CH:13]=1.[S:14]1[CH:18]=[CH:17][CH:16]=[C:15]1B(O)O.C(=O)(O)[O-].[Na+]>COCCOC.C(OCC)(=O)C>[S:14]1[CH:18]=[CH:17][CH:16]=[C:15]1[C:2]1[CH:3]=[CH:4][C:5]2[O:10][CH:9]([CH3:11])[C:8](=[O:12])[NH:7][C:6]=2[CH:13]=1 |f:2.3|. Procedure details: 315 mg of 6-bromo-2-methyl-1,4-benzoxazin-3-(4H)-one is mixed in 4 ml of DME with 0.2 g of 2-thiopheneboronic acid and 150 mg of tetrakis-triphenylphosphine-palladium (O) and 340 mg of sodium bicarbonate (dissolved in 4 ml of water). It is stirred for some time at 100° C. The product is diluted with ethyl acetate, extracted 3 times with water, and dried with magnesium sulfate. It is concentrated by evaporation. The crude product is purified by column chromatography with a hexane/ethyl acetate mi... The reactants are O=C([O-])[O-], CCCCc1ccc(OCCc2nc(-c3cccc(-c4ccccc4)c3)oc2C)cc1OC(C)(C)C(=O)OCC, CCO, [K+], [K+], CCCCc1ccc(OCCc2nc(-c3ccc(-c4ccccc4)cc3)oc2C)cc1OC(C)(C)C(=O)O. The product is CCCCc1ccc(OCCc2nc(-c3cccc(-c4ccccc4)c3)oc2C)cc1OC(C)(C)C(=O)O. Reaction SMILES: [C:39](=[O:40])([O-:41])[O-:42].[CH2:45]([CH3:46])[O:47][C:48]([C:49]([CH3:50])([CH3:51])[O:52][c:53]1[c:54]([CH2:80][CH2:81][CH2:82][CH3:83])[cH:55][cH:56][c:57]([O:59][CH2:60][CH2:61][c:62]2[n:63][c:64](-[c:68]3[cH:69][c:70](-[c:74]4[cH:75][cH:76][cH:77][cH:78][cH:79]4)[cH:71][cH:72][cH:73]3)[o:65][c:66]2[CH3:67])[cH:58]1)=[O:84].[CH3:85][CH2:86][OH:87].[K+:43].[K+:44].[c:1]1(-[c:2]2[cH:3][cH:4][cH:5][cH:6][cH:7]2)[cH:8][cH:9][c:10](-[c:11]2[o:12][c:13]([CH3:14])[c:15]([CH2:16][CH2:17][O:18][c:19]3[cH:20][cH:21][c:22]([CH2:23][CH2:24][CH2:25][CH3:26])[c:27]([O:29][C:30]([CH3:31])([CH3:32])[C:33]([OH:34])=[O:35])[cH:28]3)[n:36]2)[cH:37][cH:38]1>>[O:47]=[C:48]([C:49]([CH3:50])([CH3:51])[O:52][c:53]1[c:54]([CH2:80][CH2:81][CH2:82][CH3:83])[cH:55][cH:56][c:57]([O:59][CH2:60][CH2:61][c:62]2[n:63][c:64](-[c:68]3[cH:69][c:70](-[c:74]4[cH:75][cH:76][cH:77][cH:78][cH:79]4)[cH:71][cH:72][cH:73]3)[o:65][c:66]2[CH3:67])[cH:58]1)[OH:84].